From a dataset of the Open Reaction Database (ORD), a public repository of structured organic reaction records. describe an organic reaction: reactants, conditions, products, and yield Starting materials: NC1=C(C(=NN1C(=O)OC(C)(C)C)C1=CC=C(OCC2=CC=C(C=C2)C2=C(N=C(S2)N2CC3=C(C=CC=C3CC2)C(N(COCC[Si](C)(C)C)C=2SC3=C(N2)C=CC=C3)=O)C(=O)OCC)C=C1)C#N (ethyl 5-(4-((4-(5-amino-1-(tert-butoxycarbonyl)-4-cyano-1H-pyrazol-3-yl)phenoxy)methyl)phenyl)-2-(8-(benzo[d]thiazol-2-yl((2-(trimethylsilyl)ethoxy)methyl)carbamoyl)-3,4-dihydroisoquinolin-2(1H)-yl)thiazole-4-carboxylate), OC1=CC=C(C=C1)C=1C(=CSC1)C#N (4-(4-hydroxyphenyl)thiophene-3-carbonitrile), NH4 H2O, NC1=C(C(=NN1C(=O)OC(C)(C)C)C1=CC=C(C=C1)O)C#N (tert-butyl 5-amino-4-cyano-3-(4-hydroxyphenyl)-1H-pyrazole-1-carboxylate), OCC1=C(N=C(S1)N1CC2=C(C=CC=C2CC1)C(/N=C\1/SC2=C(N1COCC[Si](C)(C)C)C=CC=C2)=O)C(=O)OC ((E)-methyl 5-(hydroxymethyl)-2-(8-(3-((2-(trimethylsilyl)ethoxy)methyl)benzo[d]thiazol-2(3H)-ylidenecarbamoyl)-3,4-dihydroisoquinolin-2(1H)-yl)thiazole-4-carboxylate). Product: C(#N)C=1C(=CSC1)C=1C=CC(=C(CC2=C(N=C(S2)N2CC3=C(C=CC=C3CC2)C(/N=C\2/SC3=C(N2COCC[Si](C)(C)C)C=CC=C3)=O)C(=O)OC)C1)O ((E)-methyl 5-(5-(4-cyanothiophen-3-yl)-2-hydroxybenzyl)-2-(8-(3-((2-(trimethylsilyl)ethoxy)methyl)benzo[d]thiazol-2(3H)-ylidenecarbamoyl)-3,4-dihydroisoquinolin-2(1H)-yl)thiazole-4-carboxylate). As a reaction SMILES: NC1N(C(OC(C)(C)C)=O)N=C(C2C=CC(OCC3C=CC(C4SC(N5CCC6C(=C(C(=O)N(C7SC8C=CC=CC=8N=7)COCC[Si](C)(C)C)C=CC=6)C5)=NC=4C(OCC)=O)=CC=3)=CC=2)C=1C#N.NC1N(C(OC(C)(C)C)=O)N=C(C2C=CC(O)=CC=2)C=1C#N.O[CH2:93][C:94]1[S:98][C:97]([N:99]2[CH2:108][CH2:107][C:106]3[C:101](=[C:102]([C:109](=[O:128])/[N:110]=[C:111]4/[S:112][C:113]5[CH:127]=[CH:126][CH:125]=[CH:124][C:114]=5[N:115]/4[CH2:116][O:117][CH2:118][CH2:119][Si:120]([CH3:123])([CH3:122])[CH3:121])[CH:103]=[CH:104][CH:105]=3)[CH2:100]2)=[N:96][C:95]=1[C:129]([O:131][CH3:132])=[O:130].[OH:133][C:134]1[CH:139]=[CH:138][C:137]([C:140]2[C:141]([C:145]#[N:146])=[CH:142][S:143][CH:144]=2)=[CH:136][CH:135]=1>>[C:145]([C:141]1[C:140]([C:137]2[CH:136]=[CH:135][C:134]([OH:133])=[C:139]([CH:138]=2)[CH2:93][C:94]2[S:98][C:97]([N:99]3[CH2:108][CH2:107][C:106]4[C:101](=[C:102]([C:109](=[O:128])/[N:110]=[C:111]5/[S:112][C:113]6[CH:127]=[CH:126][CH:125]=[CH:124][C:114]=6[N:115]/5[CH2:116][O:117][CH2:118][CH2:119][Si:120]([CH3:121])([CH3:123])[CH3:122])[CH:103]=[CH:104][CH:105]=4)[CH2:100]3)=[N:96][C:95]=2[C:129]([O:131][CH3:132])=[O:130])=[CH:144][S:143][CH:142]=1)#[N:146]. Procedure: The title compound 60A was prepared in a similar manner to the synthesis of compound 35A by substituting compound 34D and compound 31F with compound 45D and compound 51A, respectively: ESI (+)/LC/MS: 892 (M+NH4—H2O)+: 1H NMR (DMSO-d6): δ 9.99 (s, 1H), 8.58 (s, 1H), 8.21 (d, J=6.71 Hz, 1H), 7.92 (d, J=7.32 Hz, 1H), 7.66-7.68 (m, 2H), 7.52-7.55 (m, 1H), 7.32-7.41 (m, 5H), 6.92 (d, J=8.24 Hz, 1H), 5.97 (s, 2H), 5.08 (s, 2H), 4.35 (s, 2H), 3.78 (s, 3H), 3.64-3.68 (m, 2H), 2.98 (t, J=5.8 Hz, 2H), 0.8... Starting materials: CCO, COC(=O)C=C1COC1, N. Yields the product COC(=O)CC1(N)COC1. Reaction SMILES: [CH3:11][CH2:12][OH:13].[CH3:1][O:2][C:3]([CH:4]=[C:5]1[CH2:6][O:7][CH2:8]1)=[O:9].[NH3:10]>>[CH3:1][O:2][C:3]([CH2:4][C:5]1([NH2:10])[CH2:6][O:7][CH2:8]1)=[O:9]. Reactants: O=C(c1ccc(O)cc1)c1ccc(Br)cc1, C1CCOC1, O=C1CCCC1, O, [Zn]. Product: Oc1ccc(C(=C2CCCC2)c2ccc(Br)cc2)cc1. RXN SMILES: [Br:1][c:2]1[cH:3][cH:4][c:5]([C:8](=[O:9])[c:10]2[cH:11][cH:12][c:13]([OH:16])[cH:14][cH:15]2)[cH:6][cH:7]1.[CH2:24]1[O:25][CH2:26][CH2:27][CH2:28]1.[O:17]=[C:18]1[CH2:19][CH2:20][CH2:21][CH2:22]1.[OH2:23].[Zn:29]>>[Br:1][c:2]1[cH:3][cH:4][c:5]([C:8]([c:10]2[cH:11][cH:12][c:13]([OH:16])[cH:14][cH:15]2)=[C:18]2[CH2:19][CH2:20][CH2:21][CH2:22]2)[cH:6][cH:7]1. The reactants are C(C)(C)(C)C1CCC(CC1)=O (4-tert-butylcyclohexanone), C(C1=CC=CC=C1)N (benzylamine), C1(=CC=CC=C1)C(C)N (1-phenylethylamine), [H][H] (hydrogen), C1(=CC=CC=C1)C(C)N (1-phenylethylamine), C(C1=CC=CC=C1)N (benzylamine). The solvent is C(CO)O (ethylene glycol), C(C)(=O)OCC (ethyl acetate). The product is C(C1=CC=CC=C1)N[C@@H]1CC[C@@H](CC1)C(C)(C)C (N-benzyl-cis-4-tert-butyl-cyclohexylamine), C1(=CC=CC=C1)C(C)N[C@@H]1CC[C@@H](CC1)C(C)(C)C (N-(1-phenylethyl)-cis-4-tert-butyl-cyclohexylamine). Reaction SMILES: [C:1]([CH:5]1[CH2:10][CH2:9][C:8](=O)[CH2:7][CH2:6]1)([CH3:4])([CH3:3])[CH3:2].[CH2:12]([NH2:19])[C:13]1[CH:18]=[CH:17][CH:16]=[CH:15][CH:14]=1.[C:20]1([CH:26]([NH2:28])[CH3:27])[CH:25]=[CH:24][CH:23]=[CH:22][CH:21]=1.[H][H]>C(O)CO.C(OCC)(=O)C>[CH2:12]([NH:19][C@H:8]1[CH2:9][CH2:10][C@@H:5]([C:1]([CH3:4])([CH3:3])[CH3:2])[CH2:6][CH2:7]1)[C:13]1[CH:18]=[CH:17][CH:16]=[CH:15][CH:14]=1.[C:20]1([CH:26]([NH:28][C@H:8]2[CH2:9][CH2:10][C@@H:5]([C:1]([CH3:4])([CH3:3])[CH3:2])[CH2:6][CH2:7]2)[CH3:27])[CH:25]=[CH:24][CH:23]=[CH:22][CH:21]=1. Procedure: Equimolar amounts of 4-tert-butylcyclohexanone and benzylamine or 1-phenylethylamine are vigorously stirred in the solvent in question in the presence of a catalyst and in an atmosphere of pure hydrogen. Once no more benzylamine or 1-phenylethylamine can be detected by taking samples, 200 ml of ethyl acetate are added if the solvent used is ethylene glycol. The reaction mixture is washed three times with water, filtered, dried over MgSO4 and concentrated under reduced pressure. If other solvents... The reactants are CC(C)Br, CN(C)C=O, [K+], [K+], O=C([O-])[O-], Oc1ccc(Br)cc1Cl. The product is CC(C)Oc1ccc(Br)cc1Cl. Reaction SMILES: [Br:16][CH:17]([CH3:18])[CH3:19].[CH3:20][N:21]([CH3:22])[CH:23]=[O:24].[K+:10].[K+:11].[O-:12][C:13]([O-:14])=[O:15].[OH:1][c:2]1[cH:3][cH:4][c:5]([Br:6])[cH:7][c:8]1[Cl:9]>>[O:1]([c:2]1[cH:3][cH:4][c:5]([Br:6])[cH:7][c:8]1[Cl:9])[CH:17]([CH3:18])[CH3:19]. As a reaction SMILES: [C:1]([C:4]1[C:5]([F:16])=[C:6](N)[C:7]([O:13][CH3:14])=[CH:8][C:9]=1OCC)(=[O:3])[CH3:2].[CH3:17][C:18](C1C=CC(OC)=CC=1F)=[O:19].C(O)CO.C1(C)C=CC(S(O)(=O)=O)=CC=1>C1(C)C=CC=CC=1>[F:16][C:5]1[CH:6]=[C:7]([O:13][CH3:14])[CH:8]=[CH:9][C:4]=1[C:1]1([CH3:2])[O:3][CH2:17][CH2:18][O:19]1. Solvent: C1(=CC=CC=C1)C (toluene). Procedure details: Starting material 3-acetyl-2-fluoro-6-methoxyphenetyl-amine, was prepared in following manner: A mixture of 2-Fluoro-4-methoxyacetophenone (5 g) (Fluorochem), ethylene glycol (4 ml), and p-toluensulfonic acid (50 mg) in toluene was refluxed 10 hours to give 5.7 g of 2-(2-fluoro-4-methoxyphenyl)-2-methyl-1,3-dioxolane. This was converted to 2-fluoro-6-methoxy-3-(2-methyl-1,3-dioxol-2-yl)-benzaldehyde according to Example 362 of WO 93/03022. This compound was converted to 2-fluoro-6-methoxy-3-(2-m... Yields the product FC1=C(C=CC(=C1)OC)C1(OCCO1)C (2-(2-fluoro-4-methoxyphenyl)-2-methyl-1,3-dioxolane). The reactants are C(C)(=O)C=1C(=C(C(=CC1OCC)OC)N)F (3-acetyl-2-fluoro-6-methoxyphenetyl-amine), CC(=O)C1=C(C=C(C=C1)OC)F (2-Fluoro-4-methoxyacetophenone), C(CO)O (ethylene glycol), C1(=CC=C(C=C1)S(=O)(=O)O)C (p-toluensulfonic acid).